Dataset: the Open Reaction Database (ORD), a public repository of structured organic reaction records. Task: describe an organic reaction: reactants, conditions, products, and yield Starting materials: Cc1ccccc1, O=C=NS(=O)(=O)Cl, Oc1ccccc1-c1csnn1. Product: O=C=NS(=O)(=O)Oc1ccccc1-c1csnn1. RXN SMILES: [CH3:20][c:21]1[cH:22][cH:23][cH:24][cH:25][cH:26]1.[Cl:1][S:2](=[O:3])(=[O:4])[N:5]=[C:6]=[O:7].[s:8]1[n:9][n:10][c:11](-[c:13]2[c:14]([OH:19])[cH:15][cH:16][cH:17][cH:18]2)[cH:12]1>>[S:2](=[O:3])(=[O:4])([N:5]=[C:6]=[O:7])[O:19][c:14]1[c:13](-[c:11]2[n:10][n:9][s:8][cH:12]2)[cH:18][cH:17][cH:16][cH:15]1. Reactants: C(CCCCCCC)OC1=CC=C(C=C1)B(O)O (4-octyloxy-phenylboronic acid), C(CCCCCCC)OC1=CC=C(C=C1)B(O)O (4-octyloxy-phenylboronic acid), BrC1=CC=C(S1)C=1SC(=CC1)Br (5,5′-dibromo-2,2′-bithiophene), BrC1=CC=C(S1)C=1SC(=CC1)Br (5,5′-dibromo-2,2′-bithiophene), P(=O)([O-])([O-])[O-].[K+].[K+].[K+] (potassium phosphate), COCCOC (ethylene glycol dimethylether). The reagents and catalysts are [Pd](Cl)Cl.C1(=CC=CC=C1)P(C1=CC=CC=C1)C1=CC=CC=C1.C1(=CC=CC=C1)P(C1=CC=CC=C1)C1=CC=CC=C1 (bis(triphenylphosphine) palladium (II) dichloride). Run in O (water). Conditions: temperature 70 celsius, time 30 minute. Product: C(CCCCCCC)OC1=CC=C(C=C1)C1=CC=C(S1)C=1SC(=CC1)C1=CC=C(C=C1)OCCCCCCCC (5,5′-di(4-octyloxy-phenyl)-2,2′-bithiophene), crystals. Yield: 81.0%. Reaction SMILES: [CH2:1]([O:9][C:10]1[CH:15]=[CH:14][C:13](B(O)O)=[CH:12][CH:11]=1)[CH2:2][CH2:3][CH2:4][CH2:5][CH2:6][CH2:7][CH3:8].Br[C:20]1[S:24][C:23]([C:25]2[S:26][C:27](Br)=[CH:28][CH:29]=2)=[CH:22][CH:21]=1.P([O-])([O-])([O-])=O.[K+].[K+].[K+].CO[CH2:41][CH2:42][O:43][CH3:44]>[Pd](Cl)Cl.C1(P(C2C=CC=CC=2)C2C=CC=CC=2)C=CC=CC=1.C1(P(C2C=CC=CC=2)C2C=CC=CC=2)C=CC=CC=1.O>[CH2:1]([O:9][C:10]1[CH:15]=[CH:14][C:13]([C:20]2[S:24][C:23]([C:25]3[S:26][C:27]([C:10]4[CH:11]=[CH:12][C:42]([O:43][CH2:44][CH2:7][CH2:6][CH2:5][CH2:4][CH2:3][CH2:2][CH3:1])=[CH:41][CH:15]=4)=[CH:28][CH:29]=3)=[CH:22][CH:21]=2)=[CH:12][CH:11]=1)[CH2:2][CH2:3][CH2:4][CH2:5][CH2:6][CH2:7][CH3:8] |f:2.3.4.5,7.8.9|. Procedure: To a mixture of 4-octyloxy-phenylboronic acid (Compound 7) (12.0 g, 0.048 mol), 5,5′-dibromo-2,2′-bithiophene (Compound 8) (7.23 g, 0.022 mol), bis(triphenylphosphine) palladium (II) dichloride (0.39 g, 0.56 mmol), and potassium phosphate (15.3 g, 0.072 mol), 160 mL ethylene glycol dimethylether and 50 mL water were added. After heating for 4 hours at 70° C., the reaction mixture was cooled on an ice bath. The solids were filtered and washed with a small amount of chloroform. The solids were sus...